Dataset: the Open Reaction Database (ORD), a public repository of structured organic reaction records. Task: describe an organic reaction: reactants, conditions, products, and yield Run at time 8 hour. RXN SMILES: [CH2:1]([O:8][C:9]1[CH:14]=[CH:13][C:12]([C:15](=[O:18])[CH2:16]Cl)=[CH:11][CH:10]=1)[C:2]1[CH:7]=[CH:6][CH:5]=[CH:4][CH:3]=1.C1N2CN3CN(C2)C[N:20]1C3.C(O)C.Cl>C(Cl)(Cl)Cl>[NH2:20][CH2:16][C:15]([C:12]1[CH:13]=[CH:14][C:9]([O:8][CH2:1][C:2]2[CH:7]=[CH:6][CH:5]=[CH:4][CH:3]=2)=[CH:10][CH:11]=1)=[O:18]. Reported procedure: 78 g of 1-(4-benzyloxyphenyl)-2-chloroethanone and 63 g of hexamine are dissolved in 2.2 liters of chloroform, and the mixture is stirred at room temperature overnight. The mixture is condensed to a volume of 1.1 liters, and refluxed for 3 hours. After cooling, the precipitated crystals are collected by filtration, washed and then dried. The colorless crystals thus obtained are added to a mixture of 750 ml of ethanol and 120 ml of conc. hydrochloric acid, and the mixture is refluxed for 50 minut... Yield: 77.0%. Yields the product NCC(=O)C1=CC=C(C=C1)OCC1=CC=CC=C1 (2-amino-1-(4-benzyloxyphenyl)ethanone). The solvent is C(Cl)(Cl)Cl (chloroform). The reactants are C(C1=CC=CC=C1)OC1=CC=C(C=C1)C(CCl)=O (1-(4-benzyloxyphenyl)-2-chloroethanone), C1N2CN3CN1CN(C2)C3 (hexamine), C(C)O (ethanol), Cl (hydrochloric acid).